Dataset: the Open Reaction Database (ORD), a public repository of structured organic reaction records. Task: describe an organic reaction: reactants, conditions, products, and yield Starting materials: C1(=CC=CC=C1)C1=C(C=CC=C1)O (2-phenylphenol), C1(=CC=CC=C1)C (toluene), aqueous solution, [OH-].[K+] (potassium hydroxide). The solvent is O (water). Yields the product C1=CC=C(C=C1)C2=CC=CC=C2[O-].[K+] (potassium 2-phenylphenate). As a reaction SMILES: [C:1]1([C:7]2[CH:12]=[CH:11][CH:10]=[CH:9][C:8]=2[OH:13])[CH:6]=[CH:5][CH:4]=[CH:3][CH:2]=1.[OH-].[K+:15].C1(C)C=CC=CC=1>O>[CH:4]1[CH:3]=[CH:2][C:1]([C:7]2[C:8]([O-:13])=[CH:9][CH:10]=[CH:11][CH:12]=2)=[CH:6][CH:5]=1.[K+:15] |f:1.2,5.6|. Procedure details: A mixture of 526.36 grams (3.092 moles) of 2-phenylphenol, a 45% aqueous solution containing 171.79 grams (3.062 moles) of potassium hydroxide and 2000 ml. of toluene was heated to reflux under nitrogen, with stirring, and the water which passed over was collected in a Dean-Stark trap. When all water had been removed by azeotropic distillation, the mixture was cooled and anhydrous potassium 2-phenylphenate was isolated in nearly quantitative yield by filtration and dried under vacuum at 120° C. Reactants: C(C)OCC=1N(C2=C(C=NC=3C=CC=CC23)N1)N1CCOCC1 (2-ethoxymethyl-1-(morpholin-4-yl)-1H-imidazo[4,5-c]quinoline), C1=CC(=CC(=C1)Cl)C(=O)OO (MCPBA), [NH4+].[OH-] (NH4OH), C1(=CC=C(C=C1)S(=O)(=O)Cl)C (p-toluenesulfonyl chloride). The solvent is C(Cl)Cl (CH2Cl2), CO (MeOH), C(Cl)(Cl)Cl (CHCl3), C(Cl)Cl (CH2Cl2), O (water). Conditions: time 30 minute. The product is C(C)OCC=1N(C2=C(C(=NC=3C=CC=CC23)N)N1)N1CCOCC1 (2-ethoxymethyl-1-(morpholin-4-yl)-1H-imidazo[4,5-c]quinolin-4-amine). Reaction SMILES: [CH2:1]([O:3][CH2:4][C:5]1[N:6]([N:18]2[CH2:23][CH2:22][O:21][CH2:20][CH2:19]2)[C:7]2[C:16]3[CH:15]=[CH:14][CH:13]=[CH:12][C:11]=3[N:10]=[CH:9][C:8]=2[N:17]=1)[CH3:2].C1C=C(Cl)C=C(C(OO)=O)C=1.[NH4+:35].[OH-].C1(C)C=CC(S(Cl)(=O)=O)=CC=1>C(Cl)Cl.O.CO.C(Cl)(Cl)Cl>[CH2:1]([O:3][CH2:4][C:5]1[N:6]([N:18]2[CH2:19][CH2:20][O:21][CH2:22][CH2:23]2)[C:7]2[C:16]3[CH:15]=[CH:14][CH:13]=[CH:12][C:11]=3[N:10]=[C:9]([NH2:35])[C:8]=2[N:17]=1)[CH3:2] |f:2.3|. Procedure details: A solution of 2-ethoxymethyl-1-(morpholin-4-yl)-1H-imidazo[4,5-c]quinoline (1.61 g, 5.51 mmol) in 40 mL of CH2Cl2 was treated with MCPBA (1.78 g, 6.70 mmol, 77% max). After 30 min, the reaction mixture was treated with 20 mL of concentrated NH4OH solution and p-toluenesulfonyl chloride (1.03 g, 5.41 mmol). After 15 min, the reaction mixture was diluted with CH2Cl2 and water and the phases were separated. The organic portion was washed with 5% Na2CO3 solution, water and brine, dried over Na2SO4, ... Reactants: CC(=O)OC(C)=O, NC(=O)c1nc2n(n1)-c1ccc(Cl)cc1C(c1ccccc1)=NC2O, O, c1ccncc1. Product: CC(=O)OC1N=C(c2ccccc2)c2cc(Cl)ccc2-n2nc(C(N)=O)nc21. RXN SMILES: [CH3:32][C:33](=[O:34])[O:35][C:36](=[O:37])[CH3:38].[Cl:1][c:2]1[cH:3][cH:4][c:5]2[c:6]([cH:25]1)[C:7]([c:19]1[cH:20][cH:21][cH:22][cH:23][cH:24]1)=[N:8][CH:9]([OH:18])[c:10]1[n:11]-2[n:12][c:13]([C:15](=[O:16])[NH2:17])[n:14]1.[OH2:39].[cH:26]1[cH:27][cH:28][n:29][cH:30][cH:31]1>>[Cl:1][c:2]1[cH:3][cH:4][c:5]2[c:6]([cH:25]1)[C:7]([c:19]1[cH:20][cH:21][cH:22][cH:23][cH:24]1)=[N:8][CH:9]([O:18][C:33]([CH3:32])=[O:34])[c:10]1[n:11]-2[n:12][c:13]([C:15](=[O:16])[NH2:17])[n:14]1. Reactants: O=C1NC(=O)c2ccccc21, ClCCl, Cl, [Na]. The product is O=C1c2ccccc2C(=O)N1Cl. As a reaction SMILES: [C:2]1(=[O:12])[c:3]2[c:4]([cH:8][cH:9][cH:10][cH:11]2)[C:5](=[O:7])[NH:6]1.[CH2:14]([Cl:15])[Cl:16].[Cl:1].[Na:13]>>[C:2]1(=[O:12])[c:3]2[c:4]([cH:8][cH:9][cH:10][cH:11]2)[C:5](=[O:7])[N:6]1[Cl:15].